Dataset: the Open Reaction Database (ORD), a public repository of structured organic reaction records. Task: describe an organic reaction: reactants, conditions, products, and yield Starting materials: C1CCNCC1, CCO, O=C1NCCc2c(OCC3CO3)cccc21. Product: O=C1NCCc2c(OCC(O)CN3CCCCC3)cccc21. RXN SMILES: [CH2:17]1[CH2:18][CH2:19][NH:20][CH2:21][CH2:22]1.[CH3:23][CH2:24][OH:25].[O:1]1[CH:2]([CH2:4][O:5][c:6]2[c:7]3[c:12]([cH:13][cH:14][cH:15]2)[C:11](=[O:16])[NH:10][CH2:9][CH2:8]3)[CH2:3]1>>[OH:1][CH:2]([CH2:3][N:20]1[CH2:19][CH2:18][CH2:17][CH2:22][CH2:21]1)[CH2:4][O:5][c:6]1[c:7]2[c:12]([cH:13][cH:14][cH:15]1)[C:11](=[O:16])[NH:10][CH2:9][CH2:8]2. Reactants: ClC1=CC(=C(CN2N=CC3=CC(=CC=C23)C=C2C(N=C(S2)SCC)=O)C=C1)C(F)(F)F (5-[1-(4-chloro-2-trifluoromethyl-benzyl)-1H-indazol-5-ylmethylene]-2-ethylsulfanyl-thiazol-4-one), C(C)(C)(C)OC(=O)N1C[C@@H](NCC1)CO (3-(R)-hydroxymethyl-piperazine-1-carboxylic acid tert-butyl ester). Yields the product C(C)(C)(C)OC(=O)N1CC(N(CC1)C=1SC(C(N1)=O)=CC=1C=C2C=NN(C2=CC1)CC1=C(C=C(C=C1)Cl)C(F)(F)F)CO (4-{5-[1-(4-Chloro-2-trifluoromethyl-benzyl)-1H-indazol-5-ylmethylene]-4-oxo-4,5-dihydro-thiazol-2-yl}-3-hydroxymethyl-piperazine-1-carboxylic acid tert-butyl ester). Reaction SMILES: [Cl:1][C:2]1[CH:27]=[CH:26][C:5]([CH2:6][N:7]2[C:15]3[C:10](=[CH:11][C:12]([CH:16]=[C:17]4[S:21][C:20](SCC)=[N:19][C:18]4=[O:25])=[CH:13][CH:14]=3)[CH:9]=[N:8]2)=[C:4]([C:28]([F:31])([F:30])[F:29])[CH:3]=1.[C:32]([O:36][C:37]([N:39]1[CH2:44][CH2:43][NH:42][C@@H:41]([CH2:45][OH:46])[CH2:40]1)=[O:38])([CH3:35])([CH3:34])[CH3:33]>>[C:32]([O:36][C:37]([N:39]1[CH2:44][CH2:43][N:42]([C:20]2[S:21][C:17](=[CH:16][C:12]3[CH:11]=[C:10]4[C:15](=[CH:14][CH:13]=3)[N:7]([CH2:6][C:5]3[CH:26]=[CH:27][C:2]([Cl:1])=[CH:3][C:4]=3[C:28]([F:29])([F:31])[F:30])[N:8]=[CH:9]4)[C:18](=[O:25])[N:19]=2)[CH:41]([CH2:45][OH:46])[CH2:40]1)=[O:38])([CH3:35])([CH3:34])[CH3:33]. Procedure: 4-{5-[1-(4-Chloro-2-trifluoromethyl-benzyl)-1H-indazol-5-ylmethylene]-4-oxo-4,5-dihydro-thiazol-2-yl}-3-hydroxymethyl-piperazine-1-carboxylic acid tert-butyl ester was prepared from 5-[1-(4-chloro-2-trifluoromethyl-benzyl)-1H-indazol-5-ylmethylene]-2-ethylsulfanyl-thiazol-4-one and 3-(R)-hydroxymethyl-piperazine-1-carboxylic acid tert-butyl ester following General Procedure C. The reactants are C(C)(C)(C)OC(=O)N1[C@H](C(=O)NC(C)(C)C)C[C@H](C1)OS(=O)(=O)C1=CC=C(C=C1)C ((4R)-1-t-butoxycarbonyl-4-(p-toluenesulfonyloxy)-N-t-butyl-L-prolinamide), N1CCOCC1 (morpholine). Run at temperature 80 celsius. Product: C(C)(C)(C)OC(=O)N1[C@H](C(=O)NC(C)(C)C)C[C@@H](C1)N1CCOCC1 ((4S)-1-t-Butoxycarbonyl-4-morpholino-N-t-butyl-L-prolinamide). Isolated yield 80.6%. As a reaction SMILES: [C:1]([O:5][C:6]([N:8]1[CH2:19][C@H:18](OS(C2C=CC(C)=CC=2)(=O)=O)[CH2:17][C@H:9]1[C:10]([NH:12][C:13]([CH3:16])([CH3:15])[CH3:14])=[O:11])=[O:7])([CH3:4])([CH3:3])[CH3:2].[NH:31]1[CH2:36][CH2:35][O:34][CH2:33][CH2:32]1>>[C:1]([O:5][C:6]([N:8]1[CH2:19][C@@H:18]([N:31]2[CH2:36][CH2:35][O:34][CH2:33][CH2:32]2)[CH2:17][C@H:9]1[C:10]([NH:12][C:13]([CH3:14])([CH3:15])[CH3:16])=[O:11])=[O:7])([CH3:2])([CH3:3])[CH3:4]. Procedure: A mixture of 1.0 g (2.27 mmol) of (4R)-1-t-butoxycarbonyl-4-(p-toluenesulfonyloxy)-N-t-butyl-L-prolinamide [prepared as described in step (a) above] and 5 g of morpholine was heated at 80° C. for 3 hours, whilst stirring. At the end of this time, the excess morpholine was removed by distillation under reduced pressure, and the residue was mixed with a saturated aqueous solution of sodium hydrogencarbonate. It was then extracted with ethyl acetate. The extract was dried over anhydrous sodium sulf...